This data is from the Open Reaction Database (ORD), a public repository of structured organic reaction records. The task is: describe an organic reaction: reactants, conditions, products, and yield The reactants are [H-].[Na+] (Sodium hydride), ClC=1C=C(CCl)C=CC1Cl (3,4-dichlorobenzyl chloride), CC=1NC(C2=CC=CC=C2C1CC(=O)O)=O (1,2-dihydro-3-methyl-1-oxo-4-isoquinoline acetic acid). Solvent: CN(C=O)C (dimethylformamide), CN(C=O)C (dimethylformamide). Product: ClC=1C=C(CN2C(C3=CC=CC=C3C(=C2C)CC(=O)O)=O)C=CC1Cl (2-(3,4-Dichlorobenzyl)-1,2-dihydro-3-methyl-1-oxo-4-isoquinoline Acetic Acid). Reaction SMILES: [H-].[Na+].[CH3:3][C:4]1[NH:5][C:6](=[O:18])[C:7]2[C:12]([C:13]=1[CH2:14][C:15]([OH:17])=[O:16])=[CH:11][CH:10]=[CH:9][CH:8]=2.[Cl:19][C:20]1[CH:21]=[C:22]([CH:25]=[CH:26][C:27]=1[Cl:28])[CH2:23]Cl>CN(C)C=O>[Cl:19][C:20]1[CH:21]=[C:22]([CH:25]=[CH:26][C:27]=1[Cl:28])[CH2:23][N:5]1[C:4]([CH3:3])=[C:13]([CH2:14][C:15]([OH:17])=[O:16])[C:12]2[C:7](=[CH:8][CH:9]=[CH:10][CH:11]=2)[C:6]1=[O:18] |f:0.1|. Procedure: Sodium hydride (48 mg., 2.0 mmol) (Ventron, washed free of mineral oil with hexane) and 2 ml. dimethylformamide were reacted with 1,2-dihydro-3-methyl-1-oxo-4-isoquinoline acetic acid (217 mg., 1.0 mmol). After homogeneity was observed, 3,4-dichlorobenzyl chloride (196 mg., 1.0 mmol) in 1 ml. dimethylformamide was added. The mixture was heated at 110° for 3 hr, cooled and partitioned between hydrochloric acid and ethyl acetate. The crude product obtained from the organic layer after several aque... The reactants are C(C)(=O)O[C@@H]1[C@H]([C@@H]([C@H]([C@@H]([C@H]1C1=CC(=C(C=C1)Cl)CC1=CC=C(C=C1)CC)OC(C)=O)COC(C)=O)OC(C)=O)OC(C)=O ((1S,2R,3R,4S,5R,6R)-4-(acetoxymethyl)-6-(4-chloro-3-(4-ethylbenzyl)phenyl)cyclohexane-1,2,3,5-tetrayl tetraacetate), [OH-].[Na+] (sodium hydroxide), Cl (hydrochloric acid). Solvent: CO (methanol). The product is ClC1=C(C=C(C=C1)[C@H]1[C@@H]([C@H]([C@@H]([C@H]([C@@H]1O)CO)O)O)O)CC1=CC=C(C=C1)CC ((1R,2R,3S,4R,5R,6S)-4-(4-chloro-3-(4-ethylbenzyl)phenyl)-6-(hydroxymethyl)cyclohexane-1,2,3,5-tetraol). The yield is 90.0%. Reaction SMILES: C([O:4][C@H:5]1[C@H:10]([C:11]2[CH:16]=[CH:15][C:14]([Cl:17])=[C:13]([CH2:18][C:19]3[CH:24]=[CH:23][C:22]([CH2:25][CH3:26])=[CH:21][CH:20]=3)[CH:12]=2)[C@@H:9]([O:27]C(=O)C)[C@H:8]([CH2:31][O:32]C(=O)C)[C@@H:7]([O:36]C(=O)C)[C@@H:6]1[O:40]C(=O)C)(=O)C.[OH-].[Na+].Cl>CO>[Cl:17][C:14]1[CH:15]=[CH:16][C:11]([C@@H:10]2[C@@H:9]([OH:27])[C@H:8]([CH2:31][OH:32])[C@@H:7]([OH:36])[C@H:6]([OH:40])[C@H:5]2[OH:4])=[CH:12][C:13]=1[CH2:18][C:19]1[CH:20]=[CH:21][C:22]([CH2:25][CH3:26])=[CH:23][CH:24]=1 |f:1.2|. Reported procedure: To a stirred solution of (1S,2R,3R,4S,5R,6R)-4-(acetoxymethyl)-6-(4-chloro-3-(4-ethylbenzyl)phenyl)cyclohexane-1,2,3,5-tetrayl tetraacetate (98 g, >99%, 0.158 mol, 1 eq) in methanol (1 L) was added sodium hydroxide (powder, 12.6 g, 0.315 mol, 2 eq) and the mixture was refluxed overnight. The mixture was acidified to pH 6 with 1 N hydrochloric acid and the volatiles were removed under reduced pressure. The residues were dissolved in ethyl acetate (3 L), washed with water (1 L), then with brine (1...